Task: describe an organic reaction: reactants, conditions, products, and yield. Dataset: the Open Reaction Database (ORD), a public repository of structured organic reaction records The reactants are C1NCC2=CC=CC=C12 (isoindoline), COC1=CC(=C(C=C1)N=C=O)C (4-methoxy-2-methylphenyl isocyanate). The solvent is O1CCOCC1 (1,4-dioxane). Conditions: time 8 hour. Yields the product COC1=CC(=C(C=C1)NC(=O)N1CC2=CC=CC=C2C1)C (N-(4-methoxy-2-methylphenyl)isoindoline-2-carboxamide). The yield is 104.5%. As a reaction SMILES: [CH2:1]1[C:9]2[C:4](=[CH:5][CH:6]=[CH:7][CH:8]=2)[CH2:3][NH:2]1.[CH3:10][O:11][C:12]1[CH:17]=[CH:16][C:15]([N:18]=[C:19]=[O:20])=[C:14]([CH3:21])[CH:13]=1>O1CCOCC1>[CH3:10][O:11][C:12]1[CH:17]=[CH:16][C:15]([NH:18][C:19]([N:2]2[CH2:3][C:4]3[C:9](=[CH:8][CH:7]=[CH:6][CH:5]=3)[CH2:1]2)=[O:20])=[C:14]([CH3:21])[CH:13]=1. Procedure: To a solution of isoindoline (576 mg, 4.0 mmol) in dry 1,4-dioxane (20 mL) was added 4-methoxy-2-methylphenyl isocyanate (815 mg, 5.0 mmol) under argon at room temperature. The reaction mixture was then stirred at RT overnight. The solvent was evaporated under reduced pressure, and the residue was purified by chromatography on silica gel (EtOAc/hexanes: 1:1) to give the title compound (1.18 g, 84%) as a white solid. 1H NMR (500 MHz, DMSO-d6): δ 2.19 (s, 3H), 3.72 (s, 3H), 4.73 (s, 4H), 6.72 (dd,... The reactants are Br, COc1ccc2cc(C)c(=O)[nH]c2c1, O. Product: Cc1cc2ccc(O)cc2[nH]c1=O. As a reaction SMILES: [BrH:1].[CH3:2][O:3][c:4]1[cH:5][cH:6][c:7]2[cH:8][c:9]([CH3:15])[c:10](=[O:14])[nH:11][c:12]2[cH:13]1.[OH2:16]>>[OH:3][c:4]1[cH:5][cH:6][c:7]2[cH:8][c:9]([CH3:15])[c:10](=[O:14])[nH:11][c:12]2[cH:13]1. Starting materials: COC(=O)NC1=CC(=C(N)C=C1)[N+](=O)[O-] (4-Methoxycarbonylamino-2-nitroaniline), BrCC(=O)Br (bromoacetyl bromide). Solvent: C1(=CC=CC=C1)C (toluene), C1(=CC=CC=C1)C (toluene). Product: COC(=O)NC1=CC(=C(C=C1)NC(CBr)=O)[N+](=O)[O-] (N-(4-methoxycarbonylamino-2-nitrophenyl)-2-bromoacetamide). Isolated yield 63.6%. As a reaction SMILES: [CH3:1][O:2][C:3]([NH:5][C:6]1[CH:12]=[CH:11][C:9]([NH2:10])=[C:8]([N+:13]([O-:15])=[O:14])[CH:7]=1)=[O:4].[Br:16][CH2:17][C:18](Br)=[O:19]>C1(C)C=CC=CC=1>[CH3:1][O:2][C:3]([NH:5][C:6]1[CH:12]=[CH:11][C:9]([NH:10][C:18](=[O:19])[CH2:17][Br:16])=[C:8]([N+:13]([O-:15])=[O:14])[CH:7]=1)=[O:4]. Reported procedure: 4-Methoxycarbonylamino-2-nitroaniline (30 g) was dissolved in toluene (300 ml) and the solution treated with bromoacetyl bromide (28.7 g). The mixture was refluxed for 3 hours and toluene (300 ml) was added. The hot mixture was filtered and the filtrate allowed to cool to give N-(4-methoxycarbonylamino-2-nitrophenyl)-2-bromoacetamide (30 g), m.p. 160°-162° C.